From a dataset of the Open Reaction Database (ORD), a public repository of structured organic reaction records. describe an organic reaction: reactants, conditions, products, and yield The reactants are ice water, C1(=CC=CC=C1)C (toluene), [H-].[Na+] (sodium hydride), COP(=O)(OC)CC(=O)OC(C)(C)C (tert-butyl dimethoxyphosphorylacetate), O1CCCC1 (tetrahydrofuran). Reaction conditions: time 8 hour. Yields the product C(C)C=1CC2CC(C2C1)=CC(=O)OC(C)(C)C (Tert-butyl 3-ethylbicyclo[3.2.0]hept-3-en-6-ylideneacetate). As a reaction SMILES: [C:1]1([CH3:7])[CH:6]=[CH:5][CH:4]=[CH:3][CH:2]=1.[H-].[Na+].COP([CH2:16][C:17]([O:19][C:20]([CH3:23])([CH3:22])[CH3:21])=[O:18])(OC)=O.O1CC[CH2:26][CH2:25]1>>[CH2:1]([C:6]1[CH2:5][CH:4]2[CH:3]([CH:2]=1)[C:26](=[CH:16][C:17]([O:19][C:20]([CH3:23])([CH3:22])[CH3:21])=[O:18])[CH2:25]2)[CH3:7] |f:1.2|. Reported procedure: 4-Ethyl-3-hydroxyhept-6-enoic acid (3.13 g, 18.2 mmol) was dissolved in acetic anhydride (15 mL). To the solution, potassium acetate (4.27 g, 43.6 mmol) was added, and the mixture was stirred at room temperature for 100 minutes. The reaction solution was heated to reflux and stirred for 3.5 hours to form “3-ethylbicyclo[3.2.0]hept-6-en-6-one” in the reaction solution. To the reaction solution, ice water and toluene were then added, and this mixture was stirred overnight at room temperature. The ... Starting materials: [N+](=O)([O-])C=1C=C(C=C(C(=O)C)P(OC(C)C)(OC(C)C)=O)C=CC1 (diisopropyl 1-(3-nitrobenzylidene)-acetonylphosphonate), N\C(=C/C(=O)OCCOCCC)\C (2-n-propoxyethyl 3-aminocrotonate). Run in C(C)(C)O (isopropanol). Product: CC=1NC(=C(C(C1C(=O)OCCOCCC)C1=CC(=CC=C1)[N+](=O)[O-])P(=O)(OC(C)C)OC(C)C)C (2-n-propoxyethyl 2,6-dimethyl-4-(3-nitrophenyl)-5-diisopropoxyphosphinyl-1,4-dihydropyridine-3-carboxylate). Isolated yield 71.5%. RXN SMILES: [N+:1]([C:4]1[CH:5]=[C:6]([CH:22]=[CH:23][CH:24]=1)[CH:7]=[C:8]([P:12](=[O:21])([O:17][CH:18]([CH3:20])[CH3:19])[O:13][CH:14]([CH3:16])[CH3:15])[C:9]([CH3:11])=O)([O-:3])=[O:2].[NH2:25]/[C:26](/[CH3:37])=[CH:27]\[C:28]([O:30][CH2:31][CH2:32][O:33][CH2:34][CH2:35][CH3:36])=[O:29]>C(O)(C)C>[CH3:37][C:26]1[NH:25][C:9]([CH3:11])=[C:8]([P:12]([O:17][CH:18]([CH3:20])[CH3:19])([O:13][CH:14]([CH3:16])[CH3:15])=[O:21])[CH:7]([C:6]2[CH:22]=[CH:23][CH:24]=[C:4]([N+:1]([O-:3])=[O:2])[CH:5]=2)[C:27]=1[C:28]([O:30][CH2:31][CH2:32][O:33][CH2:34][CH2:35][CH3:36])=[O:29]. Procedure: A mixture of 5.1 grams of diisopropyl 1-(3-nitrobenzylidene)-acetonylphosphonate and 2.69 grams of 2-n-propoxyethyl 3-aminocrotonate was added to 20 ml of isopropanol and the mixture was heated to reflux for eight hours with stirring. The reaction mixture was evaporated in vacuo, to the residue was added ether to crystallize, the crystals were collected by filtration, and recrystallized from a mixture of ethyl acetate and ether to afford 5.38 grams of 2-n-propoxyethyl 2,6-dimethyl-4-(3-nitrophen... The reactants are iodotoluenes, CC1=CC=C(NC(C)=O)C=C1 (4'-methylacetanilide). Reagents/catalysts: [O-]S(=O)(=O)[O-].[Cu+2] (CuSO4). Conditions: time 40 hour. Yields the product C1(=CC=C(C=C1)NC1=CC=C(C=C1)C)C (N,N-Di-p-tolylamine). RXN SMILES: [CH3:1][C:2]1[CH:11]=[CH:10][C:5]([NH:6][C:7](=O)[CH3:8])=[CH:4][CH:3]=1>[O-]S([O-])(=O)=O.[Cu+2]>[C:2]1([CH3:11])[CH:3]=[CH:4][C:7]([NH:6][C:5]2[CH:10]=[CH:11][C:2]([CH3:1])=[CH:3][CH:4]=2)=[CH:8][CH:1]=1 |f:1.2|. Procedure: To a round bottom flask (3 L) equipped with a condenser a Dean-Stark trap, a mechanical stirrer, and an argon-outlet with a thermometer, was added 4'-methylacetanilide (448 g, 3.0 mol), 4-iodotoluene (746 g, 3.4 mol, from Aldrich), potassium carbonate (830 g, 6.0 mol), copper sulfate (20 g), and toluene (50 mL). The reaction mixture was heated at 210° C. for 24 hours in an oil bath. The resulting solution was decanted to a round bottom flask (5 L) and the remaining solid was washed with hot etha... The reactants are C1(CC1)N (cyclopropylamine), C[Al](C)C (trimethylaluminium), C(C)N1C(=CC2=NC(=CC=C21)C(=O)OC)C(NC(C(F)(F)F)C2=CC(=C(C=C2)F)C(F)(F)F)=O (methyl 1-ethyl-2-({2,2,2-trifluoro-1-[4-fluoro-3-(trifluoromethyl)phenyl]ethyl}carbamoyl)-1H-pyrrolo[3,2-b]pyridine-5-carboxylate). The solvent is ClCCl (dichloromethane), ClCCl (dichloromethane). Reaction conditions: time 30 minute. The product is C1(CC1)NC(=O)C1=CC=C2C(=N1)C=C(N2CC)C(=O)NC(C(F)(F)F)C2=CC(=C(C=C2)F)C(F)(F)F (N5-Cyclopropyl-1-ethyl-N2-{2,2,2-trifluoro-1-[4-fluoro-3-(trifluoromethyl)phenyl]ethyl}-1H-pyrrolo[3,2-b]pyridine-2,5-dicarboxamide). RXN SMILES: [CH:1]1([NH2:4])[CH2:3][CH2:2]1.C[Al](C)C.[CH2:9]([N:11]1[C:19]2[C:14](=[N:15][C:16]([C:20](OC)=[O:21])=[CH:17][CH:18]=2)[CH:13]=[C:12]1[C:24](=[O:42])[NH:25][CH:26]([C:31]1[CH:36]=[CH:35][C:34]([F:37])=[C:33]([C:38]([F:41])([F:40])[F:39])[CH:32]=1)[C:27]([F:30])([F:29])[F:28])[CH3:10]>ClCCl>[CH:1]1([NH:4][C:20]([C:16]2[N:15]=[C:14]3[CH:13]=[C:12]([C:24]([NH:25][CH:26]([C:31]4[CH:36]=[CH:35][C:34]([F:37])=[C:33]([C:38]([F:39])([F:40])[F:41])[CH:32]=4)[C:27]([F:29])([F:28])[F:30])=[O:42])[N:11]([CH2:9][CH3:10])[C:19]3=[CH:18][CH:17]=2)=[O:21])[CH2:3][CH2:2]1. Reported procedure: Under an atmosphere of argon protective gas, cyclopropylamine (58.1 mg, 1.02 mmol) was added to one ml of dichloromethane, and trimethylaluminium (73.4 mg, 1.02 mmol) was added dropwise using a syringe. The mixture was stirred for another 30 minutes, and methyl 1-ethyl-2-({2,2,2-trifluoro-1-[4-fluoro-3-(trifluoromethyl)phenyl]ethyl}carbamoyl)-1H-pyrrolo[3,2-b]pyridine-5-carboxylate, dissolved in one ml of dichloromethane, was then added dropwise. The reaction mixture was then heated under reflux...